The task is: describe an organic reaction: reactants, conditions, products, and yield. This data is from the Open Reaction Database (ORD), a public repository of structured organic reaction records. The reactants are CN1CCOCC1 (N-methyl morpholine), ON1N=NC2=C1C=CC=C2 (1-hydroxy benzotriazole), C=1C=CC2=C(C1)N=NN2O (HOBT), C(C1=CC=CC=C1)N1CC2C(C2C1)N (3-benzyl-3-azabicylo[3.1.0]hex-6-yl amine), COC1=C(C=C(C=C1)C)C(CC(=O)O)C1=CC=CC=C1 (3-(2-methoxy-5-methylphenyl)-3-phenyl propionic acid), NCC(=O)NC1C2CN(CC12)CC1=CC=CC=C1 (2-amino-N-(3-benzyl-3-azabicyclo[3.1.0]hex-6-yl)-acetamide), C(C)(C)(C)OC(=O)C(C(=O)O)N (t-butoxy carbonyl amino-acetic acid). Solvent: CN(C=O)C (dimethylformamide), O (water). The product is C(C1=CC=CC=C1)N1CC2C(C2C1)NC(=O)CNC(CC(C1=CC=CC=C1)C1=C(C=CC(=C1)C)OC)=O (N-[(3-benzyl-3-azabicyclo[3.1.0]hex-6-yl carbamoyl]-methyl]-3(-2-methoxy-5-methylphenyl)-3-phenyl propionamide). RXN SMILES: [CH3:1][O:2][C:3]1[CH:8]=[CH:7][C:6]([CH3:9])=[CH:5][C:4]=1[CH:10]([C:15]1[CH:20]=[CH:19][CH:18]=[CH:17][CH:16]=1)[CH2:11][C:12]([OH:14])=O.[NH2:21][CH2:22][C:23]([NH:25][CH:26]1[CH:31]2[CH:27]1[CH2:28][N:29]([CH2:32][C:33]1[CH:38]=[CH:37][CH:36]=[CH:35][CH:34]=1)[CH2:30]2)=[O:24].C(OC(C(N)C(O)=O)=O)(C)(C)C.C(N1CC2C(C2N)C1)C1C=CC=CC=1.CN1CCOCC1.ON1C2C=CC=CC=2N=N1>CN(C)C=O.O>[CH2:32]([N:29]1[CH2:28][CH:27]2[CH:31]([CH:26]2[NH:25][C:23]([CH2:22][NH:21][C:12](=[O:14])[CH2:11][CH:10]([C:4]2[CH:5]=[C:6]([CH3:9])[CH:7]=[CH:8][C:3]=2[O:2][CH3:1])[C:15]2[CH:20]=[CH:19][CH:18]=[CH:17][CH:16]=2)=[O:24])[CH2:30]1)[C:33]1[CH:34]=[CH:35][CH:36]=[CH:37][CH:38]=1. Procedure: The compound, 3-(2-methoxy-5-methylphenyl)-3-phenyl propionic acid (209 mg, 0.77 mmole, 1 eq) and 2-amino-N-(3-benzyl-3-azabicyclo[3.1.0]hex-6-yl)-acetamide, 0.77 mmole, 1 eq (prepared by reacting t-butoxy carbonyl amino-acetic acid with 3-benzyl-3-azabicylo[3.1.0]hex-6-yl amine, which in turn, was prepared following the procedure of T. F. Braish et al., Synlett 1996, 1100) were dissolved in dimethylformamide (5 ml). The reaction mixture was cooled to 0° C. with subsequent addition of N-methyl m... The reactants are [H][H] (hydrogen), C(C=1C(N)=CC=CC1)(=O)OC (methyl anthranilate), [H][H] (hydrogen), C=O (formaldehyde), resultant mixture. The reagents and catalysts are [Pt]=O (platinum oxide). The solvent is C(C)O (ethanol). The product is CNC=1C(C(=O)OC)=CC=CC1 (methyl N-methylanthranilate). RXN SMILES: [C:1]([O:10][CH3:11])(=[O:9])[C:2]1[C:3](=[CH:5][CH:6]=[CH:7][CH:8]=1)[NH2:4].[CH2:12]=O.[H][H]>[Pt]=O.C(O)C>[CH3:12][NH:4][C:3]1[C:2](=[CH:8][CH:7]=[CH:6][CH:5]=1)[C:1]([O:10][CH3:11])=[O:9]. Reported procedure: In a 250 mL Parr shaking glass pressure reactor was placed methyl anthranilate (37.75 g, 0.25 mol), 95% ethanol (80 mL), and platinum oxide (0.5 g). To this cooled mixture at 5° C. was added 37% formaldehyde solution (20 mL, 0.25 mol). This resultant mixture was immediately hydrogenated at room temperature at a hydrogen pressure of 50 psig. Over a period of 5 hours no hydrogen uptake was observed. The dimer, however, did form as evidenced by a solid precipitate, but no methyl N-methylanthranilat... Reactants: COC(=O)c1nc(OCc2ccccc2)c(CC(C)C)[n+]([O-])c1OC, CO, [Na+], [OH-], O. Product: COc1c(C(=O)O)nc(OCc2ccccc2)c(CC(C)C)[n+]1[O-]. RXN SMILES: [CH2:3]([c:4]1[cH:5][cH:6][cH:7][cH:8][cH:9]1)[O:10][c:11]1[c:12]([CH2:24][CH:25]([CH3:26])[CH3:27])[n+:13]([O-:23])[c:14]([O:21][CH3:22])[c:15]([C:17](=[O:18])[O:19][CH3:20])[n:16]1.[CH3:28][OH:29].[Na+:2].[OH-:1].[OH2:30]>>[CH2:3]([c:4]1[cH:5][cH:6][cH:7][cH:8][cH:9]1)[O:10][c:11]1[c:12]([CH2:24][CH:25]([CH3:26])[CH3:27])[n+:13]([O-:23])[c:14]([O:21][CH3:22])[c:15]([C:17](=[O:18])[OH:19])[n:16]1. The reactants are COC(=O)COc1ccc(NC(=O)N(c2c3ccccc3nn2-c2ccccc2)C2CCCCC2)c(F)c1, CCCCCCC, ClCCl, [Li+], [OH-]. Yields the product O=C(O)COc1ccc(NC(=O)N(c2c3ccccc3nn2-c2ccccc2)C2CCCCC2)c(F)c1. RXN SMILES: [CH3:1][O:2][C:3]([CH2:4][O:5][c:6]1[cH:7][c:8]([F:37])[c:9]([NH:12][C:13](=[O:14])[N:15]([c:16]2[n:17](-[c:25]3[cH:26][cH:27][cH:28][cH:29][cH:30]3)[n:18][c:19]3[cH:20][cH:21][cH:22][cH:23][c:24]23)[CH:31]2[CH2:32][CH2:33][CH2:34][CH2:35][CH2:36]2)[cH:10][cH:11]1)=[O:38].[CH3:44][CH2:45][CH2:46][CH2:47][CH2:48][CH2:49][CH3:50].[Cl:41][CH2:42][Cl:43].[Li+:39].[OH-:40]>>[O:2]=[C:3]([CH2:4][O:5][c:6]1[cH:7][c:8]([F:37])[c:9]([NH:12][C:13](=[O:14])[N:15]([c:16]2[n:17](-[c:25]3[cH:26][cH:27][cH:28][cH:29][cH:30]3)[n:18][c:19]3[cH:20][cH:21][cH:22][cH:23][c:24]23)[CH:31]2[CH2:32][CH2:33][CH2:34][CH2:35][CH2:36]2)[cH:10][cH:11]1)[OH:38]. Reactants: CC[O-], CC[O-], CC[O-], CC[O-], CCC(CC(O)(C=O)C(F)(F)F)c1cccc(F)c1OC, Cc1ncc2c(N)ccc(F)c2n1, [Ti+4]. The product is CCC(CC(O)(C=Nc1ccc(F)c2nc(C)ncc12)C(F)(F)F)c1cccc(F)c1OC. RXN SMILES: [CH3:35][CH2:36][O-:37].[CH3:38][CH2:39][O-:40].[CH3:41][CH2:42][O-:43].[CH3:44][CH2:45][O-:46].[F:1][c:2]1[c:3]([O:20][CH3:21])[c:4]([CH:8]([CH2:9][C:10]([CH:11]=[O:12])([C:13]([F:14])([F:15])[F:16])[OH:17])[CH2:18][CH3:19])[cH:5][cH:6][cH:7]1.[NH2:22][c:23]1[c:24]2[cH:25][n:26][c:27]([CH3:34])[n:28][c:29]2[c:30]([F:33])[cH:31][cH:32]1.[Ti+4:47]>>[F:1][c:2]1[c:3]([O:20][CH3:21])[c:4]([CH:8]([CH2:9][C:10]([CH:11]=[N:22][c:23]2[c:24]3[cH:25][n:26][c:27]([CH3:34])[n:28][c:29]3[c:30]([F:33])[cH:31][cH:32]2)([C:13]([F:14])([F:15])[F:16])[OH:17])[CH2:18][CH3:19])[cH:5][cH:6][cH:7]1. The reactants are C1(=CC=CC=C1)C(CC(=O)O)C(C)C(=O)O (2-Phenylbutane-1,3-dicarboxylic acid), S(O)(O)(=O)=O (sulfuric acid), ice. Product: CC1C(C2=CC=CC=C2C1CC(=O)O)=O (2-Methyl-1-oxo-3-indane Acetic Acid). The yield is 79.4%. RXN SMILES: [C:1]1([CH:7]([CH:12]([C:14]([OH:16])=O)[CH3:13])[CH2:8][C:9]([OH:11])=[O:10])[CH:6]=[CH:5][CH:4]=[CH:3][CH:2]=1.S(=O)(=O)(O)O>>[CH3:13][CH:12]1[CH:7]([CH2:8][C:9]([OH:11])=[O:10])[C:1]2[C:2](=[CH:3][CH:4]=[CH:5][CH:6]=2)[C:14]1=[O:16]. Reported procedure: 2-Phenylbutane-1,3-dicarboxylic acid (Swan, J. Chem. Soc., 1955, 1039) (20.0 g, 90.0 mmol) was dissolved in 300 ml. concentrated sulfuric acid and heated at 100° for 24 hr. The hot solution was poured onto 1 kg ice and the mixture extracted with 5×250 ml. ether. The ether phases were washed with brine, dried over magnesium sulfate, filtered, and vacuum evaporated to yield a pale yellow syrup 14.6 g. (79%), m/e 222. The NMR spectrum indicated the presence of only one major isomer as evidenced by ... Starting materials: C(=O)=O (carbon dioxide), OC1=C(C=CC=C1)S(=O)(=O)N (2-hydroxybenzenesulfonamide), OC1=C(C=CC=C1)S(=O)(=O)N (2-hydroxybenzenesulfonamide), C1(OCCO1)=O (ethylene carbonate). Reagents/catalysts: N1C=NC=C1 (imidazole). Solvent: C(C)OCC (diethyl ether). Run at time 18 hour. Yields the product OCCOC1=C(C=CC=C1)S(=O)(=O)N (2-(2-Hydroxyethoxy)benzenesulfonamide). Isolated yield 52.5%. Reaction SMILES: [OH:1][C:2]1[CH:7]=[CH:6][CH:5]=[CH:4][C:3]=1[S:8]([NH2:11])(=[O:10])=[O:9].C1(=O)O[CH2:15][CH2:14][O:13]1.C(=O)=O>N1C=CN=C1.C(OCC)C>[OH:13][CH2:14][CH2:15][O:1][C:2]1[CH:7]=[CH:6][CH:5]=[CH:4][C:3]=1[S:8]([NH2:11])(=[O:9])=[O:10]. Procedure: A mixture of 74.6 g (0.43 mol) of 2-hydroxybenzenesulfonamide, 45.3 g (0.51 mole) of ethylene carbonate and 0.9 g of imidazole was heated to 160° with vigorous stirring. After about four hours the carbon dioxide evolution had subsided and no unreacted 2-hydroxybenzenesulfonamide was present in the reaction mixture. The mixture was allowed to cool and about 400 ml of diethyl ether was added to the thick oil. The two-phase mixture was stirred vigorously and was heated to reflux for about one hour....